The task is: describe an organic reaction: reactants, conditions, products, and yield. This data is from the Open Reaction Database (ORD), a public repository of structured organic reaction records. Reactants: ClCCl, CO, CN, CCOC(=O)CN1C(=O)COc2ccc([N+](=O)[O-])cc21. The product is CNC(=O)CN1C(=O)COc2ccc([N+](=O)[O-])cc21. As a reaction SMILES: [CH2:25]([Cl:26])[Cl:27].[CH3:21][OH:22].[CH3:23][NH2:24].[N+:1](=[O:2])([O-:3])[c:4]1[cH:5][cH:6][c:7]2[c:8]([cH:20]1)[N:9]([CH2:14][C:15]([O:17][CH2:16][CH3:18])=[O:19])[C:10](=[O:13])[CH2:11][O:12]2>>[N+:1](=[O:2])([O-:3])[c:4]1[cH:5][cH:6][c:7]2[c:8]([cH:20]1)[N:9]([CH2:14][C:15](=[O:17])[NH:24][CH3:23])[C:10](=[O:13])[CH2:11][O:12]2. Starting materials: C(C)(C)(C)OC(=O)N1CC(CC1)NC(=O)C=1SC=CC1NC1=C2C(=NC=C1)NC=C2 (3-{[3-(1H-Pyrrolo[2,3-b]pyridin-4-ylamino)-thiophene-2-carbonyl]-amino}-pyrrolidine-1-carboxylic acid tert-butyl ester), C(C1=CC=CC=C1)NCCN (N-benzylethylenediamine), N1C=CC=2C1=NC=CC2NC=2C1=C(SC2C(=O)O)C=CC=C1 (3-(1H-Pyrrolo[2,3-b]pyridin-4-ylamino)-benzo[b]thiophene-2-carboxylic acid). Product: C(C1=CC=CC=C1)NCCNC(=O)C1=C(C2=C(S1)C=CC=C2)NC2=C1C(=NC=C2)NC=C1 (3-(1H-Pyrrolo[2,3-b]pyridin-4-ylamino)-benzo[b]thiophene-2-carboxylic acid (2-benzylamino-ethyl)-amide). Reaction SMILES: C(OC(N1CCC(NC(C2SC=CC=2NC2C=CN=C3NC=CC=23)=O)C1)=O)(C)(C)C.[CH2:31]([NH:38][CH2:39][CH2:40][NH2:41])[C:32]1[CH:37]=[CH:36][CH:35]=[CH:34][CH:33]=1.[NH:42]1[C:46]2=[N:47][CH:48]=[CH:49][C:50]([NH:51][C:52]3[C:53]4[CH:63]=[CH:62][CH:61]=[CH:60][C:54]=4[S:55][C:56]=3[C:57](O)=[O:58])=[C:45]2[CH:44]=[CH:43]1>>[CH2:31]([NH:38][CH2:39][CH2:40][NH:41][C:57]([C:56]1[S:55][C:54]2[CH:60]=[CH:61][CH:62]=[CH:63][C:53]=2[C:52]=1[NH:51][C:50]1[CH:49]=[CH:48][N:47]=[C:46]2[NH:42][CH:43]=[CH:44][C:45]=12)=[O:58])[C:32]1[CH:37]=[CH:36][CH:35]=[CH:34][CH:33]=1. Reported procedure: This compound was prepared in an analogous manner as 3-{[3-(1H-Pyrrolo[2,3-b]pyridin-4-ylamino)-thiophene-2-carbonyl]-amino}-pyrrolidine-1-carboxylic acid tert-butyl ester using N-benzylethylenediamine instead of 1-BOC-3-aminopyrrolidine and 3-(1H-Pyrrolo[2,3-b]pyridin-4-ylamino)-benzo[b]thiophene-2-carboxylic acid instead of 3-(1H-Pyrrolo[2,3-b]pyridin-4-ylamino)-thiophene-2-carboxylic acid. LCMS (ESI) 393 (M+H) 1H NMR (400 MHz, DMSO-d6) δ ppm 11.42 (1H, br. s.) 8.89 (1H, s) 8.23 (1H, t, J=5.37... Reactants: C(C)(C)(C)OC(=O)N([C@H](C(=O)O)CC(C)(C)C)C ((S)-2-(tert-butoxycarbonyl(methyl)amino)-4,4-dimethylpentanoic acid), FC(OC1=CC=C(C=C1)N1C[C@@H]2[C@H](C1)[C@H](CC2)N)(F)F ((3aR,4S,6aS)-2-(4-(Trifluoromethoxy)phenyl)octahydrocyclopenta[c]pyrrol-4-amine), FC(C1=CC=CC(=N1)N1C[C@@H]2[C@H](C1)[C@H](CC2)N)(F)F ((3aR,4S,6aS)-2-(6-(trifluoromethyl)pyridin-2-yl)octahydrocyclopenta[c]pyrrol-4-amine). The product is C1(CC1)C[C@H](NC)C(=O)N[C@H]1CC[C@@H]2CN(C[C@@H]21)C2=CC=C(C=C2)OC(F)(F)F (3-cyclopropyl-N2-methyl-N-{(3aR,4S,6aS)-2-[4-(trifluoromethoxy)phenyl]octahydrocyclopenta[c]pyrrol-4-yl}-L-alaninamide). As a reaction SMILES: C(OC([N:8]([CH3:18])[C@@H:9]([CH2:13][C:14]([CH3:17])([CH3:16])C)[C:10]([OH:12])=O)=O)(C)(C)C.[F:19][C:20]([F:38])([F:37])[O:21][C:22]1[CH:27]=[CH:26][C:25]([N:28]2[CH2:32][C@@H:31]3[C@@H:33]([NH2:36])[CH2:34][CH2:35][C@@H:30]3[CH2:29]2)=[CH:24][CH:23]=1.FC(F)(F)C1N=C(N2C[C@@H]3[C@@H](N)CC[C@@H]3C2)C=CC=1>>[CH:14]1([CH2:13][C@@H:9]([C:10]([NH:36][C@@H:33]2[C@@H:31]3[C@@H:30]([CH2:29][N:28]([C:25]4[CH:24]=[CH:23][C:22]([O:21][C:20]([F:38])([F:19])[F:37])=[CH:27][CH:26]=4)[CH2:32]3)[CH2:35][CH2:34]2)=[O:12])[NH:8][CH3:18])[CH2:16][CH2:17]1. Reported procedure: The title compound was prepared by substituting 3-cyclopropyl-N-(tert-butoxycarbonyl)-N-methyl-L-alanine for (S)-2-(tert-butoxycarbonyl(methyl)amino)-4,4-dimethylpentanoic acid and (3aR,4S,6aS)-2-(4-(trifluoromethoxy)phenyl)octahydrocyclopenta[c]pyrrol-4-amine from Example 716 Step 1 for (3aR,4S,6aS)-2-(6-(trifluoromethyl)pyridin-2-yl)octahydrocyclopenta[c]pyrrol-4-amine in the procedure described in Example 587: 1H NMR (400 MHz, pyridine-d5) δ ppm 8.28 (d, J=7.6, 1H), 7.22 (s, 2H), 6.65-6.54 (m... The reactants are C, CC(NC(=O)OC(C)(C)C)C(=O)N1CCCC1C(=O)OCc1ccccc1, CO, [H][H], [Pd]. The product is CC(NC(=O)OC(C)(C)C)C(=O)N1CCCC1C(=O)O. RXN SMILES: [C:32].[CH2:1]([c:2]1[cH:3][cH:4][cH:5][cH:6][cH:7]1)[O:8][C:9]([CH:10]1[N:11]([C:15]([CH:16]([NH:17][C:18](=[O:19])[O:20][C:21]([CH3:22])([CH3:23])[CH3:24])[CH3:25])=[O:26])[CH2:12][CH2:13][CH2:14]1)=[O:27].[CH3:30][OH:31].[H:28][H:29].[Pd:33]>>[O:8]=[C:9]([CH:10]1[N:11]([C:15]([CH:16]([NH:17][C:18](=[O:19])[O:20][C:21]([CH3:22])([CH3:23])[CH3:24])[CH3:25])=[O:26])[CH2:12][CH2:13][CH2:14]1)[OH:27]. The reactants are 2C, C1(CC1)CCN1C(C(C2=CC=CC=C12)(C1=CC2=C(OCO2)C=C1O)O)=O (1-(2-cyclopropylethyl)-3-hydroxy-3-(6-hydroxy-1,3-benzodioxol-5-yl)-1,3-dihydro-2H-indol-2-one), OC1(C(N(C2=CC=CC=C12)CC=1C=C(C(=O)OC)C=CC1)=O)C1=CC2=C(OCO2)C=C1O (methyl 3-{[3-hydroxy-3-(6-hydroxy-1,3-benzodioxol-5-yl)-2-oxo-2,3-dihydro-1H-indol-1-yl]methyl}benzoate). Yields the product OC=1C(=CC2=C(OCO2)C1)C1C(N(C2=CC=CC=C12)CC=1C=C(C(=O)OC)C=CC1)=O (methyl 3-{[3-(6-hydroxy-1,3-benzodioxol-5-yl)-2-oxo-2,3-dihydro-1H-indol-1-yl]methyl}benzoate). As a reaction SMILES: C1(CCN2C3C(=CC=CC=3)C(O)(C3C(O)=CC4OCOC=4C=3)C2=O)CC1.O[C:28]1([C:49]2[C:57]([OH:58])=[CH:56][C:52]3[O:53][CH2:54][O:55][C:51]=3[CH:50]=2)[C:36]2[C:31](=[CH:32][CH:33]=[CH:34][CH:35]=2)[N:30]([CH2:37][C:38]2[CH:39]=[C:40]([CH:45]=[CH:46][CH:47]=2)[C:41]([O:43][CH3:44])=[O:42])[C:29]1=[O:48]>>[OH:58][C:57]1[C:49]([CH:28]2[C:36]3[C:31](=[CH:32][CH:33]=[CH:34][CH:35]=3)[N:30]([CH2:37][C:38]3[CH:39]=[C:40]([CH:45]=[CH:46][CH:47]=3)[C:41]([O:43][CH3:44])=[O:42])[C:29]2=[O:48])=[CH:50][C:51]2[O:55][CH2:54][O:53][C:52]=2[CH:56]=1. Reported procedure: Following the procedure as described in PREPARATION 2C, and making non-critical variations to replace 1-(2-cyclopropylethyl)-3-hydroxy-3-(6-hydroxy-1,3-benzodioxol-5-yl)-1,3-dihydro-2H-indol-2-one with methyl 3-{[3-hydroxy-3-(6-hydroxy-1,3-benzodioxol-5-yl)-2-oxo-2,3-dihydro-1H-indol-1-yl]methyl}benzoate, the title compound was obtained (98%): MS (ES+) m/z 418.2 (M+1).